This data is from the Open Reaction Database (ORD), a public repository of structured organic reaction records. The task is: describe an organic reaction: reactants, conditions, products, and yield Reactants: B(Br)(Br)Br (boron tribromide), C(C(C)C)(=O)C=1C=NC2=C(C=CC=C2C1Cl)OC (3-isobutyryl-4-chloro-8-methoxyquinoline), ice. Run in ClCCl (dichloromethane). The product is C(C(C)C)(=O)C=1C=NC2=C(C=CC=C2C1Cl)O (3-isobutyryl-4-chloro-8-hydroxyquinoline). As a reaction SMILES: [C:1]([C:6]1[CH:7]=[N:8][C:9]2[C:14]([C:15]=1[Cl:16])=[CH:13][CH:12]=[CH:11][C:10]=2[O:17]C)(=[O:5])[CH:2]([CH3:4])[CH3:3].B(Br)(Br)Br>ClCCl>[C:1]([C:6]1[CH:7]=[N:8][C:9]2[C:14]([C:15]=1[Cl:16])=[CH:13][CH:12]=[CH:11][C:10]=2[OH:17])(=[O:5])[CH:2]([CH3:4])[CH3:3]. Procedure: A solution of 3-isobutyryl-4-chloro-8-methoxyquinoline (21.1 g, 80 mmol) in dichloromethane (320 ml) was cooled to -10° and boron tribromide (60.13 g, 240 mmol) added dropwise under nitrogen. The solution was allowed to warm to room temperature, and after 16 hours was poured onto crushed ice (500 g). The layers were separated, and the aqueous layer further extracted with dichloromethane. The combined extracts were washed with brine, dried and evaporated to a yellow solid (29.75 g). This complex ... Starting materials: O (Water), C1(=CC=CC=C1)P(C1=CC=CC=C1)C1=CC=CC=C1 (triphenylphosphine), C1(CCCC1)OC=1C=C(C=CC1OC)C1(CCC2(CC1)OCCO2)C#C (4-(3-cyclopentyloxy-4-methoxyphenyl)-1,1-(ethylenedioxy)-4-ethynylcyclohexane), BrC1=NC=CC=C1 (2-bromopyridine). Reagents/catalysts: [Pd].C1(=CC=CC=C1)P(C1=CC=CC=C1)C1=CC=CC=C1.C1(=CC=CC=C1)P(C1=CC=CC=C1)C1=CC=CC=C1.C1(=CC=CC=C1)P(C1=CC=CC=C1)C1=CC=CC=C1.C1(=CC=CC=C1)P(C1=CC=CC=C1)C1=CC=CC=C1 (tetrakis(triphenylphosphine)-palladium(0)), [Cu]I (copper(I) iodide). The solvent is N1CCCCC1 (piperidine). Product: C1(CCCC1)OC=1C=C(C=CC1OC)C1(CCC2(CC1)OCCO2)C#CC2=NC=CC=C2 (4-(3-cyclopentyloxy-4-methoxyphenyl)-1,1-(ethylenedioxy)-4-(2-pyridylethynyl)cyclohexane). Reaction SMILES: [CH:1]1([O:6][C:7]2[CH:8]=[C:9]([C:15]3([C:25]#[CH:26])[CH2:20][CH2:19][C:18]4([O:24][CH2:23][CH2:22][O:21]4)[CH2:17][CH2:16]3)[CH:10]=[CH:11][C:12]=2[O:13][CH3:14])[CH2:5][CH2:4][CH2:3][CH2:2]1.Br[C:28]1[CH:33]=[CH:32][CH:31]=[CH:30][N:29]=1.C1(P(C2C=CC=CC=2)C2C=CC=CC=2)C=CC=CC=1.O>N1CCCCC1.[Pd].C1(P(C2C=CC=CC=2)C2C=CC=CC=2)C=CC=CC=1.C1(P(C2C=CC=CC=2)C2C=CC=CC=2)C=CC=CC=1.C1(P(C2C=CC=CC=2)C2C=CC=CC=2)C=CC=CC=1.C1(P(C2C=CC=CC=2)C2C=CC=CC=2)C=CC=CC=1.[Cu]I>[CH:1]1([O:6][C:7]2[CH:8]=[C:9]([C:15]3([C:25]#[C:26][C:28]4[CH:33]=[CH:32][CH:31]=[CH:30][N:29]=4)[CH2:20][CH2:19][C:18]4([O:21][CH2:22][CH2:23][O:24]4)[CH2:17][CH2:16]3)[CH:10]=[CH:11][C:12]=2[O:13][CH3:14])[CH2:2][CH2:3][CH2:4][CH2:5]1 |f:5.6.7.8.9|. Procedure details: To a solution of 4-(3-cyclopentyloxy-4-methoxyphenyl)-1,1-(ethylenedioxy)-4-ethynylcyclohexane (0.15 g, 0.42 mmol) and 2-bromopyridine (0.040 mL, 0.42 mmol) in piperidine (2 mL) under an argon atmosphere were added tetrakis(triphenylphosphine)-palladium(0) (0.02 g, 4%), copper(I) iodide (0.005 g, 6%) and a small crystal of triphenylphosphine, and the mixture was heated at 80° C. for 0.5 h. Water was added and the mixture was extracted three times with dichloromethane, the extract was dried (magn...